Dataset: the Open Reaction Database (ORD), a public repository of structured organic reaction records. Task: describe an organic reaction: reactants, conditions, products, and yield Starting materials: CCO, [Cl-], [Fe], O=[N+]([O-])c1ccc2c(cnn2CCN2CCCCC2)c1, [NH4+], O. Product: Nc1ccc2c(cnn2CCN2CCCCC2)c1. Reaction SMILES: [CH3:24][CH2:25][OH:26].[Cl-:21].[Fe:23].[N+:1]([O-:2])(=[O:3])[c:4]1[cH:5][c:6]2[cH:7][n:8][n:9]([CH2:13][CH2:14][N:15]3[CH2:16][CH2:17][CH2:18][CH2:19][CH2:20]3)[c:10]2[cH:11][cH:12]1.[NH4+:22].[OH2:27]>>[NH2:1][c:4]1[cH:5][c:6]2[cH:7][n:8][n:9]([CH2:13][CH2:14][N:15]3[CH2:16][CH2:17][CH2:18][CH2:19][CH2:20]3)[c:10]2[cH:11][cH:12]1. The solvent is CN(C)C=O (DMF). Product: CC1(OC[C@@H](O1)COC1=CC=C(C(=O)C2=CC=C(C=C2)[N+](=O)[O-])C=C1)C (4-[[(S)-2,2-dimethyl-1,3-dioxolan-4-yl]methoxy]-4'-nitrobenzophenone). Reaction SMILES: [OH:1][C:2]1[CH:18]=[CH:17][C:5]([C:6]([C:8]2[CH:13]=[CH:12][C:11]([N+:14]([O-:16])=[O:15])=[CH:10][CH:9]=2)=[O:7])=[CH:4][CH:3]=1.[H-].[Na+].[CH2-:21][C:22]([CH3:24])=[O:23].S(O[CH2:36][C@H:37]([OH:40])[CH2:38]O)(C1C=CC(C)=CC=1)(=O)=O.[Na+].[I-]>CN(C=O)C>[CH3:21][C:22]1([CH3:24])[O:40][C@@H:37]([CH2:38][O:1][C:2]2[CH:18]=[CH:17][C:5]([C:6]([C:8]3[CH:13]=[CH:12][C:11]([N+:14]([O-:16])=[O:15])=[CH:10][CH:9]=3)=[O:7])=[CH:4][CH:3]=2)[CH2:36][O:23]1 |f:1.2,3.4,5.6|. Starting materials: OC1=CC=C(C(=O)C2=CC=C(C=C2)[N+](=O)[O-])C=C1 (4-hydroxy-4'-nitrobenzophenone), [H-].[Na+] (NaH), [Na+].[I-] (NaI), [CH2-]C(=O)C.S(=O)(=O)(C1=CC=C(C)C=C1)OC[C@@H](CO)O ((R)-3-tosyloxy-1,2-propanediol acetonide). Procedure: 1 g of 4-hydroxy-4'-nitrobenzophenone was added to 8 ml of DMF containing 110 mg of NaH. The mixture was heated at 40°-50° C. for 30 minutes, then treated with 1.29 g of (R)-3-tosyloxy-1,2-propanediol acetonide and a trace of NaI and heated at 150° C. (oil-bath) under argon for 4 hours. After working-up and purification there were obtained 930 mg (64%) of 4-[[(S)-2,2-dimethyl-1,3-dioxolan-4-yl]methoxy]-4'-nitrobenzophenone, m.p. 92°-93° C., [α]D20 +5.3° (c 1%, MeOH). Isolated yield 63.3%. Starting materials: NC=1C(=NC(=CC1)OC)Br (3-amino-2-bromo-6-methoxypyridine), ClC1=C(C(=O)Cl)C=CC=N1 (2-chloronicotinoyl chloride). Run in C(Cl)Cl (methylene chloride), N1=CC=CC=C1 (pyridine), C(Cl)Cl (methylene chloride). Reaction conditions: time 20 minute. The product is BrC1=NC(=CC=C1NC(=O)C=1C(=NC=CC1)Cl)OC (N-(2-Bromo-6-methoxy-3-pyridinyl)-2-chloro-3-pyridinecarboxamide). Isolated yield 95.7%. As a reaction SMILES: [NH2:1][C:2]1[C:3]([Br:10])=[N:4][C:5]([O:8][CH3:9])=[CH:6][CH:7]=1.[Cl:11][C:12]1[N:20]=[CH:19][CH:18]=[CH:17][C:13]=1[C:14](Cl)=[O:15]>C(Cl)Cl.N1C=CC=CC=1>[Br:10][C:3]1[C:2]([NH:1][C:14]([C:13]2[C:12]([Cl:11])=[N:20][CH:19]=[CH:18][CH:17]=2)=[O:15])=[CH:7][CH:6]=[C:5]([O:8][CH3:9])[N:4]=1. Reported procedure: To a solution of 3-amino-2-bromo-6-methoxypyridine (2.7 g) in methylene chloride (20 ml) and pyridine (1 ml) was added 2-chloronicotinoyl chloride (2.2 g), and the resulting mixture was stirred 20 min. The mixture was then diluted with methylene chloride (100 ml), washed with water (100 ml), dried (anhydrous magnesium sulfate), and concentrated. The semisolid residue was saturated with hexane, filtered, and dried to give 4.1 g of product suitable for use in the next reaction. Starting materials: ClC=1C=C(C(=O)O)C=CC1 (3-chlorobenzoic acid), C(C)#N (acetonitrile), N,N'-carbonyldiimidazole, NC1=NC2=NC(=CC=C2C=C1)C1=CC=CC=C1 (2-amino-7-phenyl-1,8-naphthyridine). Run in O (water). Run at temperature 4 celsius. Yields the product C1(=CC=CC=C1)C1=CC=C2C=CC(=NC2=N1)NC(C1=CC(=CC=C1)Cl)=O (N-(7-Phenyl-1,8-naphthyridin-2-yl)-3-chlorobenzamide). The yield is 57.6%. As a reaction SMILES: [Cl:1][C:2]1[CH:3]=[C:4]([CH:8]=[CH:9][CH:10]=1)[C:5]([OH:7])=O.[NH2:11][C:12]1[CH:21]=[CH:20][C:19]2[C:14](=[N:15][C:16]([C:22]3[CH:27]=[CH:26][CH:25]=[CH:24][CH:23]=3)=[CH:17][CH:18]=2)[N:13]=1.C(#N)C>O>[C:22]1([C:16]2[N:15]=[C:14]3[C:19]([CH:20]=[CH:21][C:12]([NH:11][C:5](=[O:7])[C:4]4[CH:8]=[CH:9][CH:10]=[C:2]([Cl:1])[CH:3]=4)=[N:13]3)=[CH:18][CH:17]=2)[CH:23]=[CH:24][CH:25]=[CH:26][CH:27]=1. Procedure: The procedure is analogous to that described in Example 1, but starting with 3-chlorobenzoic acid (1.6 g), N,N'-carbonyldiimidazole (1.6 g) and 2-amino-7-phenyl-1,8-naphthyridine (1.6 g). The product obtained by precipitation in water (2.2 g; m.p. approximately 160° C.) is dissolved in boiling acetonitrile (200 cc). After cooling for 4 hours at 4° C., the crystallized solid is separated by filtration, washed with acetonitrile (3×10 cc) and dried at 40° C. under reduced pressure (0.07 kPa). N-(7-...